From a dataset of the Open Reaction Database (ORD), a public repository of structured organic reaction records. describe an organic reaction: reactants, conditions, products, and yield Starting materials: O=C[C@H](O)[C@@H](O)[C@H](O)[C@H](O)CO (glucose), [Cl-].[NH4+] (ammonium chloride), P(=O)(O)([O-])[O-].[K+].[K+] (dipotassium hydrogenphosphate), P(=O)(O)(O)[O-].[K+] (potassium dihydrogenphosphate), O.O.O.O.O.O.O.S(=O)(=O)([O-])[O-].[Mg+2] (magnesium sulfate heptahydrate), OC(=O)CCCC[C@@H]1SC[C@@H]2NC(=O)N[C@H]12 (biotin), CC1=C(SC=[N+]1CC=2C=NC(=NC2N)C)CCO.Cl.[Cl-] (thiamine hydrochloride). The reagents and catalysts are O.O.O.O.O.O.O.S(=O)(=O)([O-])[O-].[Fe+2] (iron sulfate heptahydrate), O.O.O.O.O.S(=O)(=O)([O-])[O-].[Mn+2] (manganese sulfate pentahydrate), O.O.O.O.O.O.O.S(=O)(=O)([O-])[O-].[Zn+2] (zinc sulfate heptahydrate). Reaction conditions: time 24 hour. Product: N[C@@H](CCC(N)=O)C(=O)O (L-Glutamine). Reaction SMILES: O=C[C@@H]([C@H]([C@@H]([C@@H](CO)O)O)O)O.[Cl-].[NH4+:14].P([O-])([O-])(O)=O.[K+].[K+].P([O-])(O)(O)=O.[K+].[OH2:28].[OH2:29].O.O.O.O.O.S([O-])([O-])(=O)=O.[Mg+2].OC(CCCC[C@H]1[C@@H]2[C@@H](NC(N2)=O)CS1)=O.[CH3:57][C:58]1[N+:62](CC2C=NC(C)=NC=2N)=CS[C:59]=1[CH2:72][CH2:73][OH:74].Cl.[Cl-]>O.O.O.O.O.O.O.S([O-])([O-])(=O)=O.[Fe+2].O.O.O.O.O.S([O-])([O-])(=O)=O.[Mn+2].O.O.O.O.O.O.O.S([O-])([O-])(=O)=O.[Zn+2]>[NH2:62][C@H:58]([C:57]([OH:29])=[O:28])[CH2:59][CH2:72][C:73](=[O:74])[NH2:14] |f:1.2,3.4.5,6.7,8.9.10.11.12.13.14.15.16,18.19.20,21.22.23.24.25.26.27.28.29,30.31.32.33.34.35.36,37.38.39.40.41.42.43.44.45|. Procedure details: Each of the strain ASL-7 and its parent strain ATCC14752 was cultured at 28° C. for 24 hours on the BYG agar medium. One loopful of the cultured cells were inoculated into a 300 ml capacity conical flask charged with 20 ml of a production medium (a medium prepared by dissolving 150 g of glucose, 50 g of ammonium chloride, 0.7 g of dipotassium hydrogenphosphate, 0.7 g of potassium dihydrogenphosphate, 0.5 g of magnesium sulfate heptahydrate, 20 mg of iron sulfate heptahydrate, 20 mg of manganese ...